Dataset: the Open Reaction Database (ORD), a public repository of structured organic reaction records. Task: describe an organic reaction: reactants, conditions, products, and yield The reactants are COC1=CC2=C(NC(N(CC2)C2CCNCC2)=O)C=C1 (7-methoxy-3-piperidin-4-yl-1,3,4,5-tetrahydro-benzo[d][1,3]diazepin-2-one), ClC=1N=NC(=CC1C(=O)C1=CC2=C(N(C(O2)=O)C)C(=C1)C)Cl (6-(3.6-dichloro-pyridazine-4-carbonyl)-3,4-dimethyl-3H-benzoxazol-2-one), CCN(C(C)C)C(C)C (DIPEA). The reagents and catalysts are [Cu]Br (copper(I)bromide). The solvent is CN(C)C=O (DMF). The product is ClC1=C(C=C(N=N1)N1CCC(CC1)N1C(NC2=C(CC1)C=C(C=C2)OC)=O)C(=O)C2=CC1=C(N(C(O1)=O)C)C(=C2)C (3-{1-[6-chloro-5-(3,4-dimethyl-2-oxo-2,3-dihydro-benzoxazole-6-carbonyl)-pyridazin-3-yl]-piperidin-4-yl}-7-methoxy-1,3,4,5-tetrahydro-benzo[d][1,3]diazepin-2-one). Reaction SMILES: [CH3:1][O:2][C:3]1[CH:20]=[CH:19][C:6]2[NH:7][C:8](=[O:18])[N:9]([CH:12]3[CH2:17][CH2:16][NH:15][CH2:14][CH2:13]3)[CH2:10][CH2:11][C:5]=2[CH:4]=1.[Cl:21][C:22]1[N:23]=[N:24][C:25](Cl)=[CH:26][C:27]=1[C:28]([C:30]1[CH:40]=[C:39]([CH3:41])[C:33]2[N:34]([CH3:38])[C:35](=[O:37])[O:36][C:32]=2[CH:31]=1)=[O:29].CCN(C(C)C)C(C)C>CN(C=O)C.[Cu]Br>[Cl:21][C:22]1[N:23]=[N:24][C:25]([N:15]2[CH2:14][CH2:13][CH:12]([N:9]3[CH2:10][CH2:11][C:5]4[CH:4]=[C:3]([O:2][CH3:1])[CH:20]=[CH:19][C:6]=4[NH:7][C:8]3=[O:18])[CH2:17][CH2:16]2)=[CH:26][C:27]=1[C:28]([C:30]1[CH:40]=[C:39]([CH3:41])[C:33]2[N:34]([CH3:38])[C:35](=[O:37])[O:36][C:32]=2[CH:31]=1)=[O:29]. Procedure details: 550 mg (2.00 mmol) 7-methoxy-3-piperidin-4-yl-1,3,4,5-tetrahydro-benzo[d][1,3]diazepin-2-one, 610 mg (1.80 mmol) 6-(3.6-dichloro-pyridazine-4-carbonyl)-3,4-dimethyl-3H-benzoxazol-2-one, 630 mg (4.39 mmol) copper(I)bromide and 430 mL (2.50 mmol) DIPEA in 5 mL DMF were stirred for 2 h at 110° C., then cooled and filtered. The filtrate was combined with 1 mL of a 1N aqueous hydrochloric acid solution and precipitated with 40 mL ice water. The precipitate was suction filtered, washed with water and ... Reactants: N(=[N+]=[N-])C=1N(C(=C(N1)Cl)C(=O)NCC1=C(C(=C(C=C1)Cl)OC1=CC(=CC(=C1)C#N)Cl)F)COCC[Si](C)(C)C (2-azido-4-chloro-N-({4-chloro-3-[(3-chloro-5-cyanophenyl)oxy]-2-fluorophenyl}methyl)-1-({[2-(trimethylsilyl)ethyl]oxy}methyl)-1H-imidazole-5-carboxamide), solution, CP(C)C (trimethylphosphine). Run in C1CCOC1 (THF), C1CCOC1 (THF). Conditions: time 1 hour. Yields the product ClC=1N=C(N(C1C(=O)NCC1=C(C(=C(C=C1)Cl)OC1=CC(=CC(=C1)C#N)Cl)F)COCC[Si](C)(C)C)N=P(C)(C)C (4-chloro-N-({4-chloro-3-[(3-chloro-5-cyanophenyl)oxy]-2-fluorophenyl}methyl)-2-[(trimethyl-λ5-phosphanylidene)amino]-1-({[2-(trimethylsilyl)ethyl]oxy}methyl)-1H-imidazole-5-carboxamide). Isolated yield 97.0%. As a reaction SMILES: [N:1]([C:4]1[N:5]([CH2:32][O:33][CH2:34][CH2:35][Si:36]([CH3:39])([CH3:38])[CH3:37])[C:6]([C:10]([NH:12][CH2:13][C:14]2[CH:19]=[CH:18][C:17]([Cl:20])=[C:16]([O:21][C:22]3[CH:27]=[C:26]([C:28]#[N:29])[CH:25]=[C:24]([Cl:30])[CH:23]=3)[C:15]=2[F:31])=[O:11])=[C:7]([Cl:9])[N:8]=1)=[N+]=[N-].[CH3:40][P:41]([CH3:43])[CH3:42]>C1COCC1>[Cl:9][C:7]1[N:8]=[C:4]([N:1]=[P:41]([CH3:43])([CH3:42])[CH3:40])[N:5]([CH2:32][O:33][CH2:34][CH2:35][Si:36]([CH3:39])([CH3:38])[CH3:37])[C:6]=1[C:10]([NH:12][CH2:13][C:14]1[CH:19]=[CH:18][C:17]([Cl:20])=[C:16]([O:21][C:22]2[CH:27]=[C:26]([C:28]#[N:29])[CH:25]=[C:24]([Cl:30])[CH:23]=2)[C:15]=1[F:31])=[O:11]. Reported procedure: To a 0° C. solution of 2-azido-4-chloro-N-({4-chloro-3-[(3-chloro-5-cyanophenyl)oxy]-2-fluorophenyl}methyl)-1-({[2-(trimethylsilyl)ethyl]oxy}methyl)-1H-imidazole-5-carboxamide (1.86 g, 3.05 mmol) in THF (25 ml) was added a 1M solution of trimethylphosphine in THF (6.10 ml, 6.10 mmol). Gas evolution occurred and the reaction mixture was stirred at RT for 1 h. The reaction mixture was evaporated and taken up in EtOAc and water. The organic phase was dried (Na2SO4), filtered and evaporated to provi... Starting materials: C(C)(=O)C1C(CCCC1)=O (2-acetylcyclohexanone), C([O-])([O-])=O.[K+].[K+] (potassium carbonate), CCCCCC.C(C)(=O)OCC (hexane ethyl acetate), C(C=C)(=O)OC(C)(C)C (tert-butyl acrylate). Reagents/catalysts: [Cl-].C(C1=CC=CC=C1)[N+](CC)(CC)CC (benzyltriethylammonium chloride). The solvent is O (water), C1(=CC=CC=C1)C (toluene), C1(=CC=CC=C1)C (toluene). Run at temperature 40 celsius, time 18 hour. Product: C(C)(=O)C1(C(CCCC1)=O)CCC(=O)OC(C)(C)C (2-Acetyl-2-[2-(tert-butoxycarbonyl)ethyl]cyclohexanone). As a reaction SMILES: [C:1]([CH:4]1[CH2:9][CH2:8][CH2:7][CH2:6][C:5]1=[O:10])(=[O:3])[CH3:2].C(=O)([O-])[O-].[K+].[K+].[C:17]([O:21][C:22]([CH3:25])([CH3:24])[CH3:23])(=[O:20])[CH:18]=[CH2:19].CCCCCC.C(OCC)(=O)C>[Cl-].C([N+](CC)(CC)CC)C1C=CC=CC=1.C1(C)C=CC=CC=1.O>[C:1]([C:4]1([CH2:19][CH2:18][C:17]([O:21][C:22]([CH3:25])([CH3:24])[CH3:23])=[O:20])[CH2:9][CH2:8][CH2:7][CH2:6][C:5]1=[O:10])(=[O:3])[CH3:2] |f:1.2.3,5.6,7.8|. Procedure: To a suspension of 2-acetylcyclohexanone (100 g, 0.71 mol), potassium carbonate (118.3 g, 0.85 mol) and benzyltriethylammonium chloride (3.18 g, 0.014 mol) in toluene (280 ml), was added, in one portion, tert-butyl acrylate (137.1 g, 155.2 ml, 1.07 mol) at room temperature. The suspension was stirred at 40° C. for 18 hours, diluted with distilled water (1 L) and toluene (500 ml), and the layers separated. The aqueous layer was extracted with toluene (3×500 ml), the combined toluene extracts drie... Starting materials: CN1CCC([Mg+])CC1, CN1CCC(Cl)CC1, [Cl-], [Cl-], CCOC(C)OC(c1ccccc1F)c1sccc1C=O, [NH4+], C1CCOC1. The product is CCOC(C)OC(c1ccccc1F)c1sccc1C(O)C1CCN(C)CC1. Reaction SMILES: [CH3:23][N:24]1[CH2:25][CH2:26][CH:27]([Mg+:30])[CH2:28][CH2:29]1.[CH3:31][N:32]1[CH2:33][CH2:34][CH:35]([Cl:36])[CH2:37][CH2:38]1.[Cl-:22].[Cl-:39].[F:1][c:2]1[c:3]([CH:8]([c:9]2[s:10][cH:11][cH:12][c:13]2[CH:14]=[O:15])[O:16][CH:17]([CH3:18])[O:19][CH2:20][CH3:21])[cH:4][cH:5][cH:6][cH:7]1.[NH4+:40].[O:41]1[CH2:42][CH2:43][CH2:44][CH2:45]1>>[F:1][c:2]1[c:3]([CH:8]([c:9]2[s:10][cH:11][cH:12][c:13]2[CH:14]([OH:15])[CH:27]2[CH2:26][CH2:25][N:24]([CH3:23])[CH2:29][CH2:28]2)[O:16][CH:17]([CH3:18])[O:19][CH2:20][CH3:21])[cH:4][cH:5][cH:6][cH:7]1. Starting materials: C(=O)([O-])[O-].[Cs+].[Cs+] (Cs2CO3), Pd(dpp)Cl2, CC1(OB(OC1(C)C)C=1C=C2C(=NC1)NC=C2)C (5-(4,4,5,5-tetramethyl-1,3,2-dioxaborolan-2-yl)-1H-pyrrolo[2,3-b]pyridine), ClC1=CN=CC(=N1)N1CC(NCC1)=O (4-(6-chloropyrazin-2-yl)piperazin-2-one). Solvent: COCCOC (DME), C(Cl)(Cl)Cl (CHCl3). Run at temperature 100 celsius. The product is N1C=CC=2C1=NC=C(C2)C2=CN=CC(=N2)N2CC(NCC2)=O (4-(6-(1H-pyrrolo[2,3-b]pyridin-5-yl)pyrazin-2-yl)piperazin-2-one). RXN SMILES: CC1(C)C(C)(C)OB([C:9]2[CH:10]=[C:11]3[CH:17]=[CH:16][NH:15][C:12]3=[N:13][CH:14]=2)O1.Cl[C:20]1[N:25]=[C:24]([N:26]2[CH2:31][CH2:30][NH:29][C:28](=[O:32])[CH2:27]2)[CH:23]=[N:22][CH:21]=1.C([O-])([O-])=O.[Cs+].[Cs+]>COCCOC.C(Cl)(Cl)Cl>[NH:15]1[C:12]2=[N:13][CH:14]=[C:9]([C:20]3[N:25]=[C:24]([N:26]4[CH2:31][CH2:30][NH:29][C:28](=[O:32])[CH2:27]4)[CH:23]=[N:22][CH:21]=3)[CH:10]=[C:11]2[CH:17]=[CH:16]1 |f:2.3.4|. Procedure: The starting material 5-(4,4,5,5-tetramethyl-1,3,2-dioxaborolan-2-yl)-1H-pyrrolo[2,3-b]pyridine (124) (50 mg, 0.205 mmol, 1 eq) and 4-(6-chloropyrazin-2-yl)piperazin-2-one (132) (33 mg, 0.184 mmol, 0.9 eq) in DME (8 mL) was degassed and purged under argon atmosphere for 10 min. To this reaction mixture was charged Cs2CO3 (133 mg, 0.409 mmol, 2 eq) followed by addition of Pd(dpp)Cl2 (6 mg, 0.00819 mmol, 0.04 eq) and degassing and purging under argon for additional 10 min. The reaction mixture was... Reactants: COC(=O)C=1C=C(C=C2CC(C(NC12)C1=CC(=CC=C1)[N+](=O)[O-])(C)C)Cl (6-chloro-3,3-dimethyl-2-(3-nitro-phenyl)-1,2,3,4-tetrahydro-quinoline-8-carboxylic acid methyl ester). The reagents and catalysts are [Fe] (iron). Run in C(C)O (ethanol), Cl (hydrochloric acid). Reaction conditions: temperature 95 celsius, time 4 hour. The product is COC(=O)C=1C=C(C=C2CC(C(NC12)C1=CC(=CC=C1)N)(C)C)Cl (2-(3-amino-phenyl)-6-chloro-3,3-dimethyl-1,2,3,4-tetrahydro-quinoline-8-carboxylic acid methyl ester). Isolated yield 85.9%. As a reaction SMILES: [CH3:1][O:2][C:3]([C:5]1[CH:6]=[C:7]([Cl:26])[CH:8]=[C:9]2[C:14]=1[NH:13][CH:12]([C:15]1[CH:20]=[CH:19][CH:18]=[C:17]([N+:21]([O-])=O)[CH:16]=1)[C:11]([CH3:25])([CH3:24])[CH2:10]2)=[O:4]>C(O)C.Cl.[Fe]>[CH3:1][O:2][C:3]([C:5]1[CH:6]=[C:7]([Cl:26])[CH:8]=[C:9]2[C:14]=1[NH:13][CH:12]([C:15]1[CH:20]=[CH:19][CH:18]=[C:17]([NH2:21])[CH:16]=1)[C:11]([CH3:24])([CH3:25])[CH2:10]2)=[O:4]. Reported procedure: To a mixture of 6-chloro-3,3-dimethyl-2-(3-nitro-phenyl)-1,2,3,4-tetrahydro-quinoline-8-carboxylic acid methyl ester (1 g, 2.7 mmol) in ethanol 95% (100 mL) and 10% hydrochloric acid (5 mL) was added iron (0.23 g, 4 mmol). The reaction mixture was stirred at 95° C. for 4 h. Then the insoluble solid was filtered off and the filtrate was concentrated in vacuo and the residue was extracted with ethyl acetate (2×200 mL), washed with 30% sodium hydroxide in water (2×100 mL), dried over anhydrous sodi... Starting materials: ice water, C(C)(C)N(C(C)C)CC (N,N-diisopropyl ethylamine), ClC1=C(NC(=C1Cl)C)C(=O)N[C@H]1[C@H](CNCC1)OCC (3,4-dichloro-N-[(3S,4R)-3-ethoxypiperidin-4-yl]-5-methyl-1H-pyrrole-2-carboxamide), ClC1=C(NC(=C1Cl)C)C(=O)N[C@H]1[C@H](CNCC1)OCC (3,4-dichloro-N-[(3S,4R)-3-ethoxypiperidin-4-yl]-5-methyl-1H-pyrrole-2-carboxamide), BrC=1SC(=C(N1)C1=NC=C(N=C1)Cl)C(=O)OCC (Ethyl 2-bromo-4-(5-chloropyrazin-2-yl)-1,3-thiazole-5-carboxylate), BrC=1SC(=C(N1)C1=NC=C(N=C1)Cl)C(=O)OCC (Ethyl 2-bromo-4-(5-chloropyrazin-2-yl)-1,3-thiazole-5-carboxylate). Solvent: CN1CCCC1 (N-methylpyrrolidine). Yields the product ClC=1N=CC(=NC1)C=1N=C(SC1C(=O)OCC)N1C[C@@H]([C@@H](CC1)NC(=O)C=1NC(=C(C1Cl)Cl)C)OCC (ethyl 4-(5-chloropyrazin-2-yl)-2-[(3S,4R)-4-{[(3,4-dichloro-5-methyl-1H-pyrrol-2-yl)carbonyl]amino}-3-ethoxypiperidin-1-yl]-1,3-thiazole-5-carboxylate). Isolated yield 88.4%. As a reaction SMILES: [Cl:1][C:2]1[C:6]([Cl:7])=[C:5]([CH3:8])[NH:4][C:3]=1[C:9]([NH:11][C@@H:12]1[CH2:17][CH2:16][NH:15][CH2:14][C@@H:13]1[O:18][CH2:19][CH3:20])=[O:10].Br[C:22]1[S:23][C:24]([C:34]([O:36][CH2:37][CH3:38])=[O:35])=[C:25]([C:27]2[CH:32]=[N:31][C:30]([Cl:33])=[CH:29][N:28]=2)[N:26]=1.C(N(CC)C(C)C)(C)C>CN1CCCC1>[Cl:33][C:30]1[N:31]=[CH:32][C:27]([C:25]2[N:26]=[C:22]([N:15]3[CH2:16][CH2:17][C@@H:12]([NH:11][C:9]([C:3]4[NH:4][C:5]([CH3:8])=[C:6]([Cl:7])[C:2]=4[Cl:1])=[O:10])[C@@H:13]([O:18][CH2:19][CH3:20])[CH2:14]3)[S:23][C:24]=2[C:34]([O:36][CH2:37][CH3:38])=[O:35])=[N:28][CH:29]=1. Reported procedure: To the stirred the solution of 3,4-dichloro-N-[(3S,4R)-3-ethoxypiperidin-4-yl]-5-methyl-1H-pyrrole-2-carboxamide (Intermediate 26, 650 mg, 2.03 mmol) and ethyl 2-bromo-4-(5-chloropyrazin-2-yl)-1,3-thiazole-5-carboxylate (Intermediate 47, 636 mg, 1.828 mmol) in N-methylpyrrolidine was added N,N-diisopropyl ethylamine and stirred at stirred at 60° C. for 3 h. The reaction mixture was cooled to room temperature and poured on to ice water. The precipitate was collected by filtration and dried to aff... The reactants are ClCCC1=NC=C2N1C=CN=C2 (3-(2-chloroethyl)imidazo[1,5-a]pyrazine), C(C)(=S)[O-].[K+] (potassium thioacetate), O (water). Solvent: CN(C)C=O (DMF). Conditions: time 4 hour. Yields the product C(C)(=O)SCCC1=NC=C2N1C=CN=C2 (3-(2-Acetylthioethyl)imidazo[1,5-a]pyrazine). Yield: 89.7%. RXN SMILES: Cl[CH2:2][CH2:3][C:4]1[N:8]2[CH:9]=[CH:10][N:11]=[CH:12][C:7]2=[CH:6][N:5]=1.[C:13]([O-:16])(=[S:15])[CH3:14].[K+].O>CN(C=O)C>[C:13]([S:15][CH2:2][CH2:3][C:4]1[N:8]2[CH:9]=[CH:10][N:11]=[CH:12][C:7]2=[CH:6][N:5]=1)(=[O:16])[CH3:14] |f:1.2|. Procedure details: To a solution of 3-(2-chloroethyl)imidazo[1,5-a]pyrazine (1.51 g) in DMF (10 ml) was added potassium thioacetate (1.23 g). The mixture was stirred for 4 hours at room temperature. To the reaction mixture was added water. The mixture was subjected to extraction with ethyl acetate (50 ml×4). The organic layer was dried over anhydrous magnesium sulfate. The solvent was distilled off under reduced pressure. The residue was subjected to column chromatography (carrier: silica gel, 60 g, developing sol... Reaction SMILES: [CH3:1][CH:2]([O:4][C:5]1[C:9]2[CH:10]=[C:11]([O:14][CH2:15][C:16]3[CH:21]=[CH:20][CH:19]=[CH:18][CH:17]=3)[CH:12]=[CH:13][C:8]=2[O:7][C:6]=1[C:22]([OH:24])=O)[CH3:3].C(N1C=CN=C1)([N:27]1C=CN=C1)=O.[OH-].[NH4+]>O1CCCC1.O>[CH3:1][CH:2]([O:4][C:5]1[C:9]2[CH:10]=[C:11]([O:14][CH2:15][C:16]3[CH:21]=[CH:20][CH:19]=[CH:18][CH:17]=3)[CH:12]=[CH:13][C:8]=2[O:7][C:6]=1[C:22]([NH2:27])=[O:24])[CH3:3] |f:2.3|. Procedure details: A mixture of 3-(1-methylethoxy)-5-(phenylmethoxy)-2-benzofurancarboxylic acid (0.53 g, 1.6 mmol) and 1,1'-carbonyldiimidazole (0.29 g, 1.8 mmol) in 20 mL of tetrahydrofuran is stirred at reflux for 2 hours. The cooled reaction mixture is treated with 3.0 mL of ammonium hydroxide solution and stirred at room temperature for an additional 2 hours. The reaction mixture is diluted with water and extracted with ethyl acetate. The combined organic layers are washed with brine, dried (anhydrous magnesi... Reactants: CC(C)OC1=C(OC2=C1C=C(C=C2)OCC2=CC=CC=C2)C(=O)O (3-(1-methylethoxy)-5-(phenylmethoxy)-2-benzofurancarboxylic acid), C(=O)(N1C=NC=C1)N1C=NC=C1 (1,1'-carbonyldiimidazole), [OH-].[NH4+] (ammonium hydroxide). The solvent is O (water), O1CCCC1 (tetrahydrofuran). The yield is 51.9%. The product is CC(C)OC1=C(OC2=C1C=C(C=C2)OCC2=CC=CC=C2)C(=O)N (3-(1-Methylethoxy)-5-(phenylmethoxy)-2-benzofurancarboxamide). The product is CCCC[Sn](CCCC)(CCCC)c1cc2nccc(Cl)c2s1. RXN SMILES: [CH2:16]([CH2:17][CH2:18][CH3:19])[Sn:20]([Cl:21])([CH2:22][CH2:23][CH2:24][CH3:25])[CH2:26][CH2:27][CH2:28][CH3:29].[CH2:30]1[O:31][CH2:32][CH2:33][CH2:34]1.[CH3:11][CH2:12][CH2:13][CH2:14][Li:15].[Cl:1][c:2]1[c:3]2[c:4]([n:5][cH:6][cH:7]1)[cH:8][cH:9][s:10]2>>[Cl:1][c:2]1[c:3]2[c:4]([n:5][cH:6][cH:7]1)[cH:8][c:9]([Sn:20]([CH2:16][CH2:17][CH2:18][CH3:19])([CH2:22][CH2:23][CH2:24][CH3:25])[CH2:26][CH2:27][CH2:28][CH3:29])[s:10]2. The reactants are CCCC[Sn](Cl)(CCCC)CCCC, C1CCOC1, [Li]CCCC, Clc1ccnc2ccsc12.